describe an organic reaction: reactants, conditions, products, and yield From a dataset of the Open Reaction Database (ORD), a public repository of structured organic reaction records. Starting materials: [Si](C)(C)(C(C)(C)C)O[C@H]([C@H](C=1SC(=NN1)C1=CC=CC=C1)NC1=C(C(=C(C#N)C=C1)Cl)C)C (4-((1R,2S)-2-(tert-butyldimethylsilyloxy)-1-(5-phenyl-1,3,4-thiadiazol-2-yl)propyl amino)-2-chloro-3-methylbenzonitrile), [F-].C(CCC)[N+](CCCC)(CCCC)CCCC (tetrabutylammonium fluoride). The product is ClC1=C(C#N)C=CC(=C1C)N[C@H]([C@H](C)O)C=1SC(=NN1)C1=CC=CC=C1 (2-chloro-4-((1R,2S)-2-hydroxy-1-(5-phenyl-1,3,4-thiadiazol-2-yl)propylamino)-3-methylbenzonitrile), solid. Isolated yield 69.0%. Reaction SMILES: [Si]([O:8][C@@H:9]([CH3:33])[C@@H:10]([NH:22][C:23]1[CH:30]=[CH:29][C:26]([C:27]#[N:28])=[C:25]([Cl:31])[C:24]=1[CH3:32])[C:11]1[S:12][C:13]([C:16]2[CH:21]=[CH:20][CH:19]=[CH:18][CH:17]=2)=[N:14][N:15]=1)(C(C)(C)C)(C)C.[F-].C([N+](CCCC)(CCCC)CCCC)CCC>>[Cl:31][C:25]1[C:24]([CH3:32])=[C:23]([NH:22][C@@H:10]([C:11]2[S:12][C:13]([C:16]3[CH:21]=[CH:20][CH:19]=[CH:18][CH:17]=3)=[N:14][N:15]=2)[C@@H:9]([OH:8])[CH3:33])[CH:30]=[CH:29][C:26]=1[C:27]#[N:28] |f:1.2|. Procedure: 4-((1R,2S)-2-(tert-butyldimethylsilyloxy)-1-(5-phenyl-1,3,4-thiadiazol-2-yl)propyl amino)-2-chloro-3-methylbenzonitrile (425 mg, 0.85 mmol) was deprotected using tetrabutylammonium fluoride (1.0 M solution in THF, 1.7 mL, 1.7 mmol) in a procedure analogous to that used for the preparation of example 7. After column chromatography (50% EtOAc/hexanes) the title compound was isolated as a white solid (225 mg, 69%). 1H NMR (500 MHz, acetone-d6, δ in ppm) 7.94 (m, 2H), 7.51 (m, 4H), 6.81 (d, J=8.7 Hz... Reactants: CNC(=O)C=1C=NN(C1)C1=NC(=C2N=CN(C2=N1)[C@H]1[C@@H]([C@@H]([C@H](C1)NC(CC)=O)O)O)NCC(C1=CC=CC=C1)C1=CC=CC=C1 (1-[9-((1R,2S,3R,4S)-2,3-dihydroxy-4-propionylamino-cyclopentyl)-6-(2,2-diphenyl-ethylamino)-9H-purin-2-yl]-1H-pyrazole-4-carboxylic acid methylamide), CN (methylamine). Yields the product N1=C(C=CC=C1)CNC(=O)C=1C=NN(C1)C1=NC(=C2N=CN(C2=N1)[C@H]1[C@@H]([C@@H]([C@H](C1)NC(CC)=O)O)O)NCC(C1=CC=CC=C1)C1=CC=CC=C1 (1-[9-((1R,2S,3R,4S)-2,3-Dihydroxy-4-propionylamino-cyclopentyl)-6-(2,2-diphenyl-ethylamino)-9H-purin-2-yl]-1H-pyrazole-4-carboxylic acid (pyridin-2-ylmethyl)-amide). RXN SMILES: [CH3:1][NH:2][C:3]([C:5]1[CH:6]=[N:7][N:8]([C:10]2[N:18]=[C:17]3[C:13]([N:14]=[CH:15][N:16]3[C@@H:19]3[CH2:23][C@H:22]([NH:24][C:25](=[O:28])[CH2:26][CH3:27])[C@@H:21]([OH:29])[C@H:20]3[OH:30])=[C:12]([NH:31][CH2:32][CH:33]([C:40]3[CH:45]=[CH:44][CH:43]=[CH:42][CH:41]=3)[C:34]3[CH:39]=[CH:38][CH:37]=[CH:36][CH:35]=3)[N:11]=2)[CH:9]=1)=[O:4].[CH3:46][NH2:47]>>[N:47]1[CH:21]=[CH:20][CH:19]=[CH:23][C:46]=1[CH2:1][NH:2][C:3]([C:5]1[CH:6]=[N:7][N:8]([C:10]2[N:18]=[C:17]3[C:13]([N:14]=[CH:15][N:16]3[C@@H:19]3[CH2:23][C@H:22]([NH:24][C:25](=[O:28])[CH2:26][CH3:27])[C@@H:21]([OH:29])[C@H:20]3[OH:30])=[C:12]([NH:31][CH2:32][CH:33]([C:40]3[CH:45]=[CH:44][CH:43]=[CH:42][CH:41]=3)[C:34]3[CH:35]=[CH:36][CH:37]=[CH:38][CH:39]=3)[N:11]=2)[CH:9]=1)=[O:4]. Procedure: The title compound is prepared analogously to 1-[9-((1R,2S,3R,4S)-2,3-dihydroxy-4-propionylamino-cyclopentyl)-6-(2,2-diphenyl-ethylamino)-9H-purin-2-yl]-1H-pyrazole-4-carboxylic acid methylamide (Example 173), by substituting C-pyridin-2-yl-methylamine for methylamine.